From a dataset of the Open Reaction Database (ORD), a public repository of structured organic reaction records. describe an organic reaction: reactants, conditions, products, and yield The reactants are ClC1=C(C2=C(N=C(N2)C(F)(F)F)C(=C1Cl)Cl)S(=O)(=O)Cl (5,6,7-Trichloro-2-(trifluoromethyl)-4-benzimidazolesulphonyl chloride), C(C)NCC (diethylamine). Run in CC(=O)C (acetone), CC(=O)C (acetone). Run at time 2 hour. Product: ClC1=C(C2=C(N=C(N2)C(F)(F)F)C(=C1Cl)Cl)S(=O)(=O)N(CC)CC (5,6,7-Trichloro-N,N-diethyl-2-trifluoromethylbenzimidazole-4-sulphonamide). RXN SMILES: [Cl:1][C:2]1[C:14]([Cl:15])=[C:13]([Cl:16])[C:5]2[N:6]=[C:7]([C:9]([F:12])([F:11])[F:10])[NH:8][C:4]=2[C:3]=1[S:17](Cl)(=[O:19])=[O:18].[CH2:21]([NH:23][CH2:24][CH3:25])[CH3:22]>CC(C)=O>[Cl:1][C:2]1[C:14]([Cl:15])=[C:13]([Cl:16])[C:5]2[N:6]=[C:7]([C:9]([F:12])([F:11])[F:10])[NH:8][C:4]=2[C:3]=1[S:17]([N:23]([CH2:24][CH3:25])[CH2:21][CH3:22])(=[O:19])=[O:18]. Procedure: 5,6,7-Trichloro-2-(trifluoromethyl)-4-benzimidazolesulphonyl chloride (22 parts) in dry acetone (80 parts) was added dropwise to a solution of diethylamine (12 parts) in dry acetone (16 parts). The temperature was kept below 30° and the reaction mixture stirred for 2 hours. The solvent was evaporated and the residue treated with 6N hydrochloric acid. The solid product was collected, washed with water and dried (23 parts). Recrystallisation from toluene (charcoal) gave the required product as pal... Starting materials: CC(C)(C)OC(=O)N1CCC2Oc3ccc(-c4ccc(Cl)cc4Cl)cc3C2C1, ClCCl, [Na+], [OH-]. Yields the product Clc1ccc(-c2ccc3c(c2)C2CNCCC2O3)c(Cl)c1. RXN SMILES: [Cl:1][c:2]1[c:3](-[c:9]2[cH:10][cH:11][c:12]3[c:13]([cH:14]2)[CH:15]2[CH2:16][N:17]([C:22]([O:23][C:24]([CH3:25])([CH3:26])[CH3:27])=[O:28])[CH2:18][CH2:19][CH:20]2[O:21]3)[cH:4][cH:5][c:6]([Cl:8])[cH:7]1.[Cl:31][CH2:32][Cl:33].[Na+:30].[OH-:29]>>[Cl:1][c:2]1[c:3](-[c:9]2[cH:10][cH:11][c:12]3[c:13]([cH:14]2)[CH:15]2[CH2:16][NH:17][CH2:18][CH2:19][CH:20]2[O:21]3)[cH:4][cH:5][c:6]([Cl:8])[cH:7]1. The reactants are NCC1=NC=CC=C1 (2-(aminomethyl)pyridine), N1=CC=CC=C1 (pyridine), C(CCCCCCCCCCCCC)OC1=CC=C(C=C1)CC(=O)Cl (4-(Tetradecyloxy)benzeneacetyl chloride). The solvent is C(Cl)Cl (methylene chloride), C(Cl)(Cl)Cl (chloroform), C(Cl)Cl (methylene chloride). Conditions: temperature 0 celsius, time 1 hour. Yields the product N1=C(C=CC=C1)CNC(CC1=CC=C(C=C1)OCCCCCCCCCCCCCC)=O (N-(2-Pyridinylmethyl)-4-(tetradecyloxy)benzeneacetamide). Isolated yield 61.3%. Reaction SMILES: [NH2:1][CH2:2][C:3]1[CH:8]=[CH:7][CH:6]=[CH:5][N:4]=1.N1C=CC=CC=1.[CH2:15]([O:29][C:30]1[CH:35]=[CH:34][C:33]([CH2:36][C:37](Cl)=[O:38])=[CH:32][CH:31]=1)[CH2:16][CH2:17][CH2:18][CH2:19][CH2:20][CH2:21][CH2:22][CH2:23][CH2:24][CH2:25][CH2:26][CH2:27][CH3:28]>C(Cl)Cl.C(Cl)(Cl)Cl>[N:4]1[CH:5]=[CH:6][CH:7]=[CH:8][C:3]=1[CH2:2][NH:1][C:37](=[O:38])[CH2:36][C:33]1[CH:34]=[CH:35][C:30]([O:29][CH2:15][CH2:16][CH2:17][CH2:18][CH2:19][CH2:20][CH2:21][CH2:22][CH2:23][CH2:24][CH2:25][CH2:26][CH2:27][CH3:28])=[CH:31][CH:32]=1. Procedure details: To a 0° C. solution of 4.64 g of 2-(aminomethyl)pyridine, 13.2 ml of pyridine and 50 ml of methylene chloride is added, dropwise, 15 g of product from Example 53 in 150 ml of methylene chloride. The reaction is stirred at 0° C. for 1 hour followed by 18 hours at room temperature. The reaction is diluted with chloroform, washed with sodium bicarbonate, water and saturated sodium chloride, dried and concentrated in vacuo. The residue is purified by column chromatography (silica gel:75-100% ethyl a... Starting materials: O.O.Cl[Sn]Cl (SnCl2.2H2O), COC1=C(C=C(C=C1)[N+](=O)[O-])C1=CC(=NN1C)C(F)(F)F (5-(2-methoxy-5-nitro-phenyl)-1-methyl-3-trifluoromethyl-1H-pyrazole). Solvent: CCO (EtOH). The product is COC1=C(C=C(C=C1)N)C=1N(N=C(C1)C(F)(F)F)C (4-methoxy-3-(2-methyl-5-trifluoromethyl-2H-pyrazol-3-yl)-phenylamine). The yield is 97.0%. As a reaction SMILES: O.O.Cl[Sn]Cl.[CH3:6][O:7][C:8]1[CH:13]=[CH:12][C:11]([N+:14]([O-])=O)=[CH:10][C:9]=1[C:17]1[N:21]([CH3:22])[N:20]=[C:19]([C:23]([F:26])([F:25])[F:24])[CH:18]=1>CCO>[CH3:6][O:7][C:8]1[CH:13]=[CH:12][C:11]([NH2:14])=[CH:10][C:9]=1[C:17]1[N:21]([CH3:22])[N:20]=[C:19]([C:23]([F:26])([F:24])[F:25])[CH:18]=1 |f:0.1.2|. Procedure: SnCl2.2H2O (0.15 g, 0.66 mmol, 4.0 eq.) was added to a stirred solution of 5-(2-methoxy-5-nitro-phenyl)-1-methyl-3-trifluoromethyl-1H-pyrazole, see Example 1.99, (0.05 g, 0.16 mmol) in EtOH (2.0 mL). The mixture was stirred at reflux for 4 hrs and EtOH was removed under vacuum. The resulting solid was dissolved in EtOAc and 1N NaOH was added until the pH was adjusted to 6. The mixture was stirred overnight and filtered through celite. The aqueous phase was extracted with EtOAc (3×50 mL). The com...